Dataset: the Open Reaction Database (ORD), a public repository of structured organic reaction records. Task: describe an organic reaction: reactants, conditions, products, and yield Reactants: C(C)(=O)NCC(=O)O (N-Acetylglycine), C(#N)C1NC1 (2-cyanoaziridine), C1(CCCCC1)N=C=NC1CCCCC1 (dicyclohexylcarbodiimide). The solvent is O1CCCC1 (tetrahydrofuran). Procedure: 5.85 g. N-Acetylglycine, 3.4 g. 2-cyanoaziridine and 10.8 g. dicyclohexylcarbodiimide are stirred in 60 ml. tetrahydrofuran for 2 hours at ambient temperature. The precipitated dicyclohexylurea is filtered off, the filtrate is evaporated and the residue is stirred with diethyl ether, 5.2 g. of crude product thus being obtained. This water-soluble product is recrystallized from methanolic diethyl ether to give 1-(N-acetylglycyl)-2-cyanoaziridine, which melts at 102°-104° C. Yields the product C(C)(=O)NCC(=O)N1C(C1)C#N (1-(N-acetylglycyl)-2-cyanoaziridine). RXN SMILES: [C:1]([NH:4][CH2:5][C:6]([OH:8])=O)(=[O:3])[CH3:2].[C:9]([CH:11]1[CH2:13][NH:12]1)#[N:10].C1(N=C=NC2CCCCC2)CCCCC1>O1CCCC1>[C:1]([NH:4][CH2:5][C:6]([N:12]1[CH2:13][CH:11]1[C:9]#[N:10])=[O:8])(=[O:3])[CH3:2]. The reactants are C(C)#N (acetonitrile), [Li]CCCC (n-BuLi), BrC1=NC=C(C=C1)C (2-bromo-5-methylpyridine), Ice water. The solvent is C1CCOC1 (THF), C1CCOC1 (THF). Conditions: temperature -78 celsius, time 1 hour. Product: CC=1C=CC(=NC1)CC#N (2-(5-methylpyridin-2-yl)acetonitrile). Yield: 234.3%. RXN SMILES: [C:1](#[N:3])[CH3:2].[Li]CCCC.Br[C:10]1[CH:15]=[CH:14][C:13]([CH3:16])=[CH:12][N:11]=1>C1COCC1>[CH3:16][C:13]1[CH:14]=[CH:15][C:10]([CH2:2][C:1]#[N:3])=[N:11][CH:12]=1. Reported procedure: To a solution of anhydrous acetonitrile (10.1 mL, 191.83 mmol, 3.3 eq) in dry THF (500 mL) was added dropwise n-BuLi (2.5 M in Hexane, 69.8 mL, 174.39 mmol, 3 eq) at −78° C. under N2 atmosphere. The resulting white suspension was stirred at −78° C. for 1 hr, and then a solution of 2-bromo-5-methylpyridine (10.0 g, 58.13 mmol, 1 eq) in dry THF (30 mL) was added. The reaction mixture was kept at −78° C. for 1 hr then warmed up slowly to r.t and stirred for another 1 hr. Ice/water was added and the... The reactants are NC=1C(=CC=CC1C)C (2,6-xylidine), BrC(COCC)C (2-bromo-1-ethoxypropane). Product: C(C)OCC(C)NC1=C(C=CC=C1C)C (N-[1-ethoxyprop-2-yl]-2,6-dimethylaniline). The yield is 46.1%. Reaction SMILES: [NH2:1][C:2]1[C:3]([CH3:9])=[CH:4][CH:5]=[CH:6][C:7]=1[CH3:8].Br[CH:11]([CH3:16])[CH2:12][O:13][CH2:14][CH3:15]>>[CH2:14]([O:13][CH2:12][CH:11]([NH:1][C:2]1[C:7]([CH3:8])=[CH:6][CH:5]=[CH:4][C:3]=1[CH3:9])[CH3:16])[CH3:15]. Procedure details: Manufacture of the starting material: A solution of 484 g (4 mole) of 2,6-xylidine and 334 g (2 mole) of 2-bromo-1-ethoxypropane is cooled to 10° C. The reaction vessel is then evacuated to 13 mm Hg and the mixture heated at 130°-135° C. for 16 hours. After cooling 1 liter of diethylether and 1 liter of water are added to the mixture which is than made alkaline with 200 ml of a 30% sodium hydroxide solution. The ethereal phase is separated, washed with water until neutral, dried with sodium sulf... The reactants are Brc1ccccc1, CCCC[Sn](CCCC)(CCCC)c1ccc(C#Cc2cc3ccccc3s2)s1, C1CCOC1. The product is C(#Cc1cc2ccccc2s1)c1ccc(-c2ccccc2)s1. RXN SMILES: [Br:30][c:31]1[cH:32][cH:33][cH:34][cH:35][cH:36]1.[CH2:1]([Sn:2]([CH2:3][CH2:4][CH2:5][CH3:22])([c:6]1[s:7][c:8]([C:11]#[C:12][c:13]2[s:14][c:15]3[c:16]([cH:17]2)[cH:18][cH:19][cH:20][cH:21]3)[cH:9][cH:10]1)[CH2:23][CH2:24][CH2:25][CH3:26])[CH2:27][CH2:28][CH3:29].[O:37]1[CH2:38][CH2:39][CH2:40][CH2:41]1>>[c:6]1(-[c:31]2[cH:32][cH:33][cH:34][cH:35][cH:36]2)[s:7][c:8]([C:11]#[C:12][c:13]2[s:14][c:15]3[c:16]([cH:17]2)[cH:18][cH:19][cH:20][cH:21]3)[cH:9][cH:10]1. Reactants: CC(C)(C(C)C)O (2,3-dimethylbutan-2-ol), C[Li] (methyllithium), O (water), ClC(=O)OCC=C (allyl chloroformate). Solvent: O1CCCC1 (tetrahydrofuran), C(C)OCC (diethyl ether), O1CCCC1 (tetrahydrofuran). Reaction conditions: temperature 0 celsius, time 18 hour. Yields the product C(OC(C)(C(C)C)C)(OCC=C)=O (2,3-Dimethylbut-2-yl Allyl Carbonate). As a reaction SMILES: [CH3:1][C:2]([OH:7])([CH:4]([CH3:6])[CH3:5])[CH3:3].C[Li].Cl[C:11]([O:13][CH2:14][CH:15]=[CH2:16])=[O:12].O>O1CCCC1.C(OCC)C>[C:11](=[O:12])([O:13][CH2:14][CH:15]=[CH2:16])[O:7][C:2]([CH3:3])([CH:4]([CH3:6])[CH3:5])[CH3:1]. Procedure details: To a solution of 10.22 grams (0.10 mole) of 2,3-dimethylbutan-2-ol in 75 milliliters of anhydrous tetrahydrofuran at 0° C was added one equivalent of methyllithium in diethyl ether, followed by 12.1 grams (0.10 mole) of allyl chloroformate in 25 milliliters of anhydrous tetrahydrofuran. During both additions the temperature was maintained at 0° C. After the last addition was complete the reaction mixture was stirred for about 18 hours and allowed to warm to ambient temperature. The reaction mixt... The reactants are CC(C)c1cc(C#N)cc2nc(-c3ccc(COCC4CCNCC4)cc3)oc12, FC(F)(F)c1ccnc(Cl)n1. Product: CC(C)c1cc(C#N)cc2nc(-c3ccc(COCC4CCN(c5nccc(C(F)(F)F)n5)CC4)cc3)oc12. As a reaction SMILES: [CH:1]([CH3:2])([CH3:3])[c:4]1[cH:5][c:6]([C:28]#[N:29])[cH:7][c:8]2[n:9][c:10](-[c:13]3[cH:14][cH:15][c:16]([CH2:19][O:20][CH2:21][CH:22]4[CH2:23][CH2:24][NH:25][CH2:26][CH2:27]4)[cH:17][cH:18]3)[o:11][c:12]12.[Cl:30][c:31]1[n:32][cH:33][cH:34][c:35]([C:37]([F:38])([F:39])[F:40])[n:36]1>>[CH:1]([CH3:2])([CH3:3])[c:4]1[cH:5][c:6]([C:28]#[N:29])[cH:7][c:8]2[n:9][c:10](-[c:13]3[cH:14][cH:15][c:16]([CH2:19][O:20][CH2:21][CH:22]4[CH2:23][CH2:24][N:25]([c:31]5[n:32][cH:33][cH:34][c:35]([C:37]([F:38])([F:39])[F:40])[n:36]5)[CH2:26][CH2:27]4)[cH:17][cH:18]3)[o:11][c:12]12. RXN SMILES: Br[CH2:2][CH2:3][CH2:4][OH:5].[Cl:6][C:7]1[CH:12]=[C:11]([O:13][CH2:14][CH:15]=[C:16]([Cl:18])[Cl:17])[CH:10]=[C:9]([Cl:19])[C:8]=1[OH:20].O.[OH-].[Li+].S(=O)(=O)(O)O>[Br-].C([N+](CCCC)(CCCC)CCCC)CCC.O.C1(C)C=CC=CC=1>[Cl:6][C:7]1[CH:12]=[C:11]([O:13][CH2:14][CH:15]=[C:16]([Cl:18])[Cl:17])[CH:10]=[C:9]([Cl:19])[C:8]=1[O:20][CH2:2][CH2:3][CH2:4][OH:5] |f:2.3.4,6.7|. Conditions: temperature 60 celsius, time 6 hour. Solvent: O (water), C1(=CC=CC=C1)C (toluene). Starting materials: ClC1=C(C(=CC(=C1)OCC=C(Cl)Cl)Cl)O (2,6-dichloro-4-(3,3-dichloro-2-propenyloxy)phenol), O.[OH-].[Li+] (lithium hydroxide monohydrate), BrCCCO (3-bromopropanol), S(O)(O)(=O)=O (sulfuric acid). Isolated yield 84.0%. Reagents/catalysts: [Br-].C(CCC)[N+](CCCC)(CCCC)CCCC (tetra-n-butylammonium bromide). Procedure details: A mixture of 0.53 g of 3-bromopropanol, 5.0 g of toluene and 0.06 q of tetra-n-butylammonium bromide was heated to 60° C. Thereto was added dropwise a mixed solution of 1.0 q of 2,6-dichloro-4-(3,3-dichloro-2-propenyloxy)phenol, 5.0 g of water and 0.16 g of lithium hydroxide monohydrate with stirring over 6 hours. After completion of the addition, the mixture was further stirred at 60° C. for 10 hours. The reaction mixture was then cooled to 20° C. After 2.0 g of a 20% aqueous sulfuric acid solu... The product is ClC1=C(OCCCO)C(=CC(=C1)OCC=C(Cl)Cl)Cl (3-(2,6-dichloro-4-(3,3-dichloro-2-propenyloxy)phenoxy)-1-propyl alcohol). The reactants are CO, Cl, [Li+], C1CCOC1, [OH-], O, O, COC(=O)CCc1cn(Cc2ccc(OCc3nc(-c4ccco4)oc3C)cc2)nc1-c1ccccc1. Yields the product Cc1oc(-c2ccco2)nc1COc1ccc(Cn2cc(CCC(=O)O)c(-c3ccccc3)n2)cc1. Reaction SMILES: [CH3:47][OH:48].[ClH:46].[Li+:40].[O:41]1[CH2:42][CH2:43][CH2:44][CH2:45]1.[OH-:39].[OH2:38].[OH2:49].[o:1]1[c:2](-[c:6]2[o:7][c:8]([CH3:37])[c:9]([CH2:11][O:12][c:13]3[cH:14][cH:15][c:16]([CH2:17][n:18]4[n:19][c:20](-[c:29]5[cH:30][cH:31][cH:32][cH:33][cH:34]5)[c:21]([CH2:23][CH2:24][C:25](=[O:26])[O:27][CH3:28])[cH:22]4)[cH:35][cH:36]3)[n:10]2)[cH:3][cH:4][cH:5]1>>[o:1]1[c:2](-[c:6]2[o:7][c:8]([CH3:37])[c:9]([CH2:11][O:12][c:13]3[cH:14][cH:15][c:16]([CH2:17][n:18]4[n:19][c:20](-[c:29]5[cH:30][cH:31][cH:32][cH:33][cH:34]5)[c:21]([CH2:23][CH2:24][C:25](=[O:26])[OH:27])[cH:22]4)[cH:35][cH:36]3)[n:10]2)[cH:3][cH:4][cH:5]1. The reactants are COC(=O)C(C)(C)CCCc1ccc(C(=O)N2c3ccccc3C(N(C(C)=O)c3ccc(Cl)cc3)CC2C)cc1F, CO, [Na+], C1CCOC1, [OH-], O. The product is CC(=O)N(c1ccc(Cl)cc1)C1CC(C)N(C(=O)c2ccc(CCCC(C)(C)C(=O)O)c(F)c2)c2ccccc21. RXN SMILES: [C:1]([CH3:2])(=[O:3])[N:4]([CH:5]1[CH2:6][CH:7]([CH3:34])[N:8]([C:15](=[O:16])[c:17]2[cH:18][c:19]([F:33])[c:20]([CH2:23][CH2:24][CH2:25][C:26]([C:27](=[O:28])[O:29][CH3:30])([CH3:31])[CH3:32])[cH:21][cH:22]2)[c:9]2[cH:10][cH:11][cH:12][cH:13][c:14]21)[c:35]1[cH:36][cH:37][c:38]([Cl:41])[cH:39][cH:40]1.[CH3:49][OH:50].[Na+:43].[O:44]1[CH2:45][CH2:46][CH2:47][CH2:48]1.[OH-:42].[OH2:51]>>[C:1]([CH3:2])(=[O:3])[N:4]([CH:5]1[CH2:6][CH:7]([CH3:34])[N:8]([C:15](=[O:16])[c:17]2[cH:18][c:19]([F:33])[c:20]([CH2:23][CH2:24][CH2:25][C:26]([C:27](=[O:28])[OH:29])([CH3:31])[CH3:32])[cH:21][cH:22]2)[c:9]2[cH:10][cH:11][cH:12][cH:13][c:14]21)[c:35]1[cH:36][cH:37][c:38]([Cl:41])[cH:39][cH:40]1.